Dataset: the Open Reaction Database (ORD), a public repository of structured organic reaction records. Task: describe an organic reaction: reactants, conditions, products, and yield The reactants are Nc1ncc(Br)cc1[N+](=O)[O-], COCCOC, [Na+], [Na+], O=C([O-])[O-], OB(O)c1ccccc1, c1ccc(P(c2ccccc2)(c2ccccc2)[Pd](P(c2ccccc2)(c2ccccc2)c2ccccc2)(P(c2ccccc2)(c2ccccc2)c2ccccc2)P(c2ccccc2)(c2ccccc2)c2ccccc2)cc1. Yields the product Nc1ncc(-c2ccccc2)cc1[N+](=O)[O-]. As a reaction SMILES: [Br:1][c:2]1[cH:3][c:4]([N+:9](=[O:10])[O-:11])[c:5]([NH2:8])[n:6][cH:7]1.[CH2:104]([CH2:105][O:106][CH3:107])[O:108][CH3:109].[Na+:21].[Na+:22].[O-:23][C:24](=[O:25])[O-:26].[OH:12][B:13]([OH:14])[c:15]1[cH:16][cH:17][cH:18][cH:19][cH:20]1.[cH:27]1[cH:28][cH:29][c:30]([P:31]([Pd:32]([P:33]([c:34]2[cH:35][cH:36][cH:37][cH:38][cH:39]2)([c:40]2[cH:41][cH:42][cH:43][cH:44][cH:45]2)[c:46]2[cH:47][cH:48][cH:49][cH:50][cH:51]2)([P:52]([c:53]2[cH:54][cH:55][cH:56][cH:57][cH:58]2)([c:59]2[cH:60][cH:61][cH:62][cH:63][cH:64]2)[c:65]2[cH:66][cH:67][cH:68][cH:69][cH:70]2)[P:71]([c:72]2[cH:73][cH:74][cH:75][cH:76][cH:77]2)([c:78]2[cH:79][cH:80][cH:81][cH:82][cH:83]2)[c:84]2[cH:85][cH:86][cH:87][cH:88][cH:89]2)([c:90]2[cH:91][cH:92][cH:93][cH:94][cH:95]2)[c:96]2[cH:97][cH:98][cH:99][cH:100][cH:101]2)[cH:102][cH:103]1>>[c:2]1(-[c:15]2[cH:16][cH:17][cH:18][cH:19][cH:20]2)[cH:3][c:4]([N+:9](=[O:10])[O-:11])[c:5]([NH2:8])[n:6][cH:7]1.